Dataset: the Open Reaction Database (ORD), a public repository of structured organic reaction records. Task: describe an organic reaction: reactants, conditions, products, and yield Reactants: C[C@]12CC[C@H]3[C@H]([C@@H]1CC[C@@H]2O)CCC4=CC(=O)CC[C@]34C (Testosterone), O (water), C(CCC)[C@@H]1CC[C@H](CC1)C(=O)O (trans-4-n-butylcyclohexanecarboxylic acid), FC(C(=O)OC(C(F)(F)F)=O)(F)F (trifluoroacetic anhydride). The solvent is ClCCl (dichloromethane), C(C)O (ethanol). Run at temperature 20 celsius, time 30 minute. Yields the product C[C@]12CC[C@H]3[C@H]([C@@H]1CC[C@@H]2O)CCC4=CC(=O)CC[C@]34C.C(CCC)[C@@H]1CC[C@H](CC1)C(=O)[O-] (testosterone trans-4-n-butylcyclohexanecarboxylate). Isolated yield 51.0%. Reaction SMILES: [CH2:1]([C@H:5]1[CH2:10][CH2:9][C@H:8]([C:11]([OH:13])=[O:12])[CH2:7][CH2:6]1)[CH2:2][CH2:3][CH3:4].FC(F)(F)C(OC(=O)C(F)(F)F)=O.[CH3:27][C@@:28]12[C@@H:36]([OH:37])[CH2:35][CH2:34][C@H:33]1[C@@H:32]1[CH2:38][CH2:39][C:40]3[C@@:46]([CH3:47])([C@H:31]1[CH2:30][CH2:29]2)[CH2:45][CH2:44][C:42](=[O:43])[CH:41]=3.O>ClCCl.C(O)C>[CH3:27][C@@:28]12[C@@H:36]([OH:37])[CH2:35][CH2:34][C@H:33]1[C@@H:32]1[CH2:38][CH2:39][C:40]3[C@@:46]([CH3:47])([C@H:31]1[CH2:30][CH2:29]2)[CH2:45][CH2:44][C:42](=[O:43])[CH:41]=3.[CH2:1]([C@H:5]1[CH2:10][CH2:9][C@H:8]([C:11]([O-:13])=[O:12])[CH2:7][CH2:6]1)[CH2:2][CH2:3][CH3:4] |f:6.7|. Procedure: Trans-4-n-butylcyclohexanecarboxylic acid (11, 50.0 g, 0.27 mol) was added to a solution of trifluoroacetic anhydride (57.0 g, 0.27 mol) in dry dichloromethane (600 ml) and the resulting solution was stirred for 30 min. at 20° C. Testosterone (7, 78.3 g, 0.27 mol) was then added and the mixture was stirred for a further 2 hr at 20° C. After this period, water (500 ml) was added and the two layers were briskly stirred together for 15 min. The dichloromethane layer was separated and washed success...